Task: describe an organic reaction: reactants, conditions, products, and yield. Dataset: the Open Reaction Database (ORD), a public repository of structured organic reaction records The reactants are CS(C)=O, CN(C)CCCl, Cl, [K+], O=[N+]([O-])c1cccc(O)c1, [OH-], O. Product: CN(C)CCOc1cccc([N+](=O)[O-])c1. Reaction SMILES: [CH3:20][S:21]([CH3:22])=[O:23].[Cl:14][CH2:15][CH2:16][N:17]([CH3:18])[CH3:19].[ClH:13].[K+:12].[N+:1](=[O:2])([O-:3])[c:4]1[cH:5][c:6]([OH:10])[cH:7][cH:8][cH:9]1.[OH-:11].[OH2:24]>>[N+:1](=[O:2])([O-:3])[c:4]1[cH:5][c:6]([O:10][CH2:15][CH2:16][N:17]([CH3:18])[CH3:19])[cH:7][cH:8][cH:9]1. RXN SMILES: [BH3:30].[C:1]([CH2:2][CH3:3])(=[O:4])[N:5]1[CH2:6][CH:7]([c:9]2[cH:10][cH:11][c:12]([NH:15][S:16](=[O:17])(=[O:18])[c:19]3[cH:20][cH:21][c:22]([O:25][C:26]([F:27])([F:28])[F:29])[cH:23][cH:24]3)[cH:13][n:14]2)[CH2:8]1.[CH2:31]1[O:32][CH2:33][CH2:34][CH2:35]1.[CH2:36]1[O:37][CH2:38][CH2:39][CH2:40]1>>[CH2:1]([CH2:2][CH3:3])[N:5]1[CH2:6][CH:7]([c:9]2[cH:10][cH:11][c:12]([NH:15][S:16](=[O:17])(=[O:18])[c:19]3[cH:20][cH:21][c:22]([O:25][C:26]([F:27])([F:28])[F:29])[cH:23][cH:24]3)[cH:13][n:14]2)[CH2:8]1. The reactants are B, CCC(=O)N1CC(c2ccc(NS(=O)(=O)c3ccc(OC(F)(F)F)cc3)cn2)C1, C1CCOC1, C1CCOC1. The product is CCCN1CC(c2ccc(NS(=O)(=O)c3ccc(OC(F)(F)F)cc3)cn2)C1. Reactants: OC1=CC(=NC2=C(C(=CC=C12)OC)C)C=1SC=CN1 (4-hydroxy-7-methoxy-8-methyl-2-(thiazol-2-yl)quinoline), intermediate 7, C(C)(C)C=1N=C(SC1)C1=NC2=CC(=CC=C2C(=C1)OC1CN2C(CCCCCCC=CC3CC3(NC(C2C1)=O)C(=O)O)=O)OC (18-[2-[4-(isopropyl)thiazol-2-yl]-7-methoxyquinolin-4-yloxy]-2,15-dioxo-3,16-diazatricyclo[14.3.0.04,6]nonadec-7-ene-4-carboxylic acid). Yields the product S1C(=NC=C1)C1=NC2=C(C(=CC=C2C(=C1)OC1CN2C(CCCCCCC=CC3CC3(NC(C2C1)=O)C(=O)O)=O)OC)C (18-[2-(thiazol-2-yl)-7-methoxy-8-methylquinolin-4-yloxy]-2,15-dioxo-3,16-diazatricyclo[14.3.0.04,6]nonadec-7-ene-4-carboxylic acid). Reaction SMILES: [OH:1][C:2]1[C:11]2[C:6](=[C:7]([CH3:14])[C:8]([O:12][CH3:13])=[CH:9][CH:10]=2)[N:5]=[C:4]([C:15]2[S:16][CH:17]=[CH:18][N:19]=2)[CH:3]=1.C(C1N=C(C2C=C(O[CH:39]3[CH2:57][CH:56]4[N:41]([C:42](=[O:62])[CH2:43][CH2:44][CH2:45][CH2:46][CH2:47][CH2:48][CH:49]=[CH:50][CH:51]5[C:53]([C:59]([OH:61])=[O:60])([NH:54][C:55]4=[O:58])[CH2:52]5)[CH2:40]3)C3C(=CC(OC)=CC=3)N=2)SC=1)(C)C>>[S:16]1[CH:17]=[CH:18][N:19]=[C:15]1[C:4]1[CH:3]=[C:2]([O:1][CH:39]2[CH2:57][CH:56]3[N:41]([C:42](=[O:62])[CH2:43][CH2:44][CH2:45][CH2:46][CH2:47][CH2:48][CH:49]=[CH:50][CH:51]4[C:53]([C:59]([OH:61])=[O:60])([NH:54][C:55]3=[O:58])[CH2:52]4)[CH2:40]2)[C:11]2[C:6](=[C:7]([CH3:14])[C:8]([O:12][CH3:13])=[CH:9][CH:10]=2)[N:5]=1. Procedure details: The title compound was prepared from quinoline 24 and intermediate 7 following the procedure (Step F-H) reported for 18-[2-[4-(isopropyl)thiazol-2-yl]-7-methoxyquinolin-4-yloxy]-2,15-dioxo-3,16-diazatricyclo[14.3.0.04,6]nonadec-7-ene-4-carboxylic acid 10: m/z=605 (M+H)+. Reactants: C1CCOC1, COC(=O)C(CC(C)C)c1cc(-c2ccc(C(F)(F)F)cc2)nc(N(CC(C)C)c2ccc(C(F)(F)F)cc2)c1, [Na+], [OH-], O=C(O)CC(O)(CC(=O)O)C(=O)O. Yields the product CC(C)CC(C(=O)O)c1cc(-c2ccc(C(F)(F)F)cc2)nc(N(CC(C)C)c2ccc(C(F)(F)F)cc2)c1. Reaction SMILES: [CH2:56]1[O:57][CH2:58][CH2:59][CH2:60]1.[CH3:1][O:2][C:3]([CH:4]([CH2:5][CH:6]([CH3:7])[CH3:8])[c:9]1[cH:10][c:11]([N:25]([c:26]2[cH:27][cH:28][c:29]([C:32]([F:33])([F:34])[F:35])[cH:30][cH:31]2)[CH2:36][CH:37]([CH3:38])[CH3:39])[n:12][c:13](-[c:15]2[cH:16][cH:17][c:18]([C:21]([F:22])([F:23])[F:24])[cH:19][cH:20]2)[cH:14]1)=[O:40].[Na+:55].[OH-:54].[OH:41][C:42]([CH2:43][C:44]([C:45](=[O:46])[OH:47])([CH2:48][C:49](=[O:50])[OH:51])[OH:52])=[O:53]>>[O:2]=[C:3]([CH:4]([CH2:5][CH:6]([CH3:7])[CH3:8])[c:9]1[cH:10][c:11]([N:25]([c:26]2[cH:27][cH:28][c:29]([C:32]([F:33])([F:34])[F:35])[cH:30][cH:31]2)[CH2:36][CH:37]([CH3:38])[CH3:39])[n:12][c:13](-[c:15]2[cH:16][cH:17][c:18]([C:21]([F:22])([F:23])[F:24])[cH:19][cH:20]2)[cH:14]1)[OH:40]. Starting materials: BrC1=CC=C2C(N(C(=NC2=C1)CCl)C)=O (7-bromo-2-(chloromethyl)-3-methylquinazolin-4(3H)-one), N1CCCC1 (pyrrolidine), C(=O)([O-])[O-].[K+].[K+] (K2CO3), CN(C)C=O (DMF). Solvent: O (water). Run at time 30 minute. Product: BrC1=CC=C2C(N(C(=NC2=C1)CN1CCCC1)C)=O (7-bromo-3-methyl-2-(pyrrolidin-1-ylmethyl)quinazolin-4(3H)-one). The yield is 72.2%. RXN SMILES: [Br:1][C:2]1[CH:11]=[C:10]2[C:5]([C:6](=[O:15])[N:7]([CH3:14])[C:8]([CH2:12]Cl)=[N:9]2)=[CH:4][CH:3]=1.[NH:16]1[CH2:20][CH2:19][CH2:18][CH2:17]1.C([O-])([O-])=O.[K+].[K+].CN(C=O)C>O>[Br:1][C:2]1[CH:11]=[C:10]2[C:5]([C:6](=[O:15])[N:7]([CH3:14])[C:8]([CH2:12][N:16]3[CH2:20][CH2:19][CH2:18][CH2:17]3)=[N:9]2)=[CH:4][CH:3]=1 |f:2.3.4|. Procedure: The mixture of 7-bromo-2-(chloromethyl)-3-methylquinazolin-4(3H)-one (125 mg, 0.43 mmol), pyrrolidine (65 mg, 0.91 mmol), K2CO3 (244 mg, 1.768 mmol) and DMF (10 mL) was stirred at room temperature for 30 min. Then water was added and the mixture was extracted with ethyl acetate (3×10 mL). The combined organic layers were washed with brine (3×10 mL), dried over Na2SO4, filtered and evaporated to give 100 mg of the desired product. MS (ESI): 322, 324 (MH+).